From a dataset of the Open Reaction Database (ORD), a public repository of structured organic reaction records. describe an organic reaction: reactants, conditions, products, and yield Reactants: CCC1CNCCN1C(=O)OC(C)(C)C, FC(F)(F)c1ccc(Br)c2occc12. Yields the product CCC1CN(c2ccc(C(F)(F)F)c3ccoc23)CCN1C(=O)OC(C)(C)C. Reaction SMILES: [C:15]([CH3:16])([CH3:17])([CH3:18])[O:19][C:20](=[O:21])[N:22]1[CH:23]([CH2:28][CH3:29])[CH2:24][NH:25][CH2:26][CH2:27]1.[F:1][C:2]([c:3]1[cH:4][cH:5][c:6]([Br:12])[c:7]2[c:8]1[cH:9][cH:10][o:11]2)([F:13])[F:14]>>[F:1][C:2]([c:3]1[cH:4][cH:5][c:6]([N:25]2[CH2:24][CH:23]([CH2:28][CH3:29])[N:22]([C:20]([O:19][C:15]([CH3:16])([CH3:17])[CH3:18])=[O:21])[CH2:27][CH2:26]2)[c:7]2[c:8]1[cH:9][cH:10][o:11]2)([F:13])[F:14]. Starting materials: C(C)OC(CC=1N=C(SC1)NC(C(CC1CCCC1)C1=CC=C(C=C1)C1=CC=CC2=CC=CC=C12)=O)=O ({2-[3-cyclopentyl-2-(4-naphthalen-1-yl-phenyl)-propionylamino]-thiazol-4-yl}-acetic acid ethyl ester), C(C)(=O)OCC (ethyl acetate), [H-].[Al+3].[Li+].[H-].[H-].[H-] (lithium aluminum hydride). Run in C(C)OCC (diethyl ether). Conditions: temperature 0 celsius, time 30 minute. Yields the product hexanes ethyl acetate, C1(CCCC1)CC(C(=O)NC=1SC=C(N1)CCO)C1=CC=C(C=C1)C1=CC=CC2=CC=CC=C12 (3-cyclopentyl-N-[4-(2-hydroxyethyl)-thiazol-2-yl]-2-(4-naphthalen-1-yl-phenyl)-propionamide). Yield: 34.5%. Reaction SMILES: C([O:3][C:4](=O)[CH2:5][C:6]1[N:7]=[C:8]([NH:11][C:12](=[O:36])[CH:13]([C:20]2[CH:25]=[CH:24][C:23]([C:26]3[C:35]4[C:30](=[CH:31][CH:32]=[CH:33][CH:34]=4)[CH:29]=[CH:28][CH:27]=3)=[CH:22][CH:21]=2)[CH2:14][CH:15]2[CH2:19][CH2:18][CH2:17][CH2:16]2)[S:9][CH:10]=1)C.[H-].[Al+3].[Li+].[H-].[H-].[H-].C(OCC)(=O)C>C(OCC)C>[CH:15]1([CH2:14][CH:13]([C:20]2[CH:21]=[CH:22][C:23]([C:26]3[C:35]4[C:30](=[CH:31][CH:32]=[CH:33][CH:34]=4)[CH:29]=[CH:28][CH:27]=3)=[CH:24][CH:25]=2)[C:12]([NH:11][C:8]2[S:9][CH:10]=[C:6]([CH2:5][CH2:4][OH:3])[N:7]=2)=[O:36])[CH2:19][CH2:18][CH2:17][CH2:16]1 |f:1.2.3.4.5.6|. Procedure: A solution of {2-[3-cyclopentyl-2-(4-naphthalen-1-yl-phenyl)-propionylamino]-thiazol-4-yl}-acetic acid ethyl ester (prepared in Example 5B-b, 60 mg, 0.117 mmol) in diethyl ether (1 mL) was cooled to 0° C. and then slowly treated with lithium aluminum hydride powder (6.7 mg, 0.176 mmol). The reaction mixture was stirred at 0° C. for 30 min, at which time, thin layer chromatography showed the absence of starting material. The reaction mixture was slowly quenched by the dropwise addition of a satur... Reaction conditions: time 24 hour. The reactants are C(=O)([O-])[O-].[K+].[K+] (K2CO3), CI (CH3I), BrC=1C=C2C(=NC1)[C@@H](C1=C(CC2)C=C(C=C1Br)Cl)C1CCN(CC1)C(CC1=C(C=NC=C1)C(=O)O)=O ((+) -4-(3,10-Dibromo-8-Chloro-6, 11-Dihydro-5H-Benzo[5,6]-Cyclohepta[1,2-B]Pyridin-11(R)-YL)-1-[[3-(Carboxy)-4-Pyridinyl]Acetyl]Piperidine). The product is BrC=1C=C2C(=NC1)[C@@H](C1=C(CC2)C=C(C=C1Br)Cl)C1CCN(CC1)C(CC1=C(C=NC=C1)C(=O)OC)=O ((+) -4-(3,10-Dibromo-8-Chloro-6,11-Dihydro-5H-Benzo[5,6]-Cyclohepta[1,2-B]Pyridin-11(R)-yl)-1-[[3-(Methoxycarbonyl)-4-Pyridinyl]Acetyl]Piperidine). Reported procedure: To the product of Example 2 (1.0 mmol) dissolved in anhydrous DMF add solid K2CO3 (1.2 mmol, anhydrous) and CH3I (1.2 mmol). After stirring the reaction mixture at room temperature for 24 hours, concentrate the mixture in vacuo, dilute with CH2Cl2 and wash with water. Dry the organic phase over anhydrous MgSO4, filter and concentrate in vacuo to afford the title compound. The solvent is CN(C)C=O (DMF). As a reaction SMILES: [Br:1][C:2]1[CH:3]=[C:4]2[CH2:12][CH2:11][C:10]3[CH:13]=[C:14]([Cl:18])[CH:15]=[C:16]([Br:17])[C:9]=3[C@@H:8]([CH:19]3[CH2:24][CH2:23][N:22]([C:25](=[O:36])[CH2:26][C:27]4[CH:32]=[CH:31][N:30]=[CH:29][C:28]=4[C:33]([OH:35])=[O:34])[CH2:21][CH2:20]3)[C:5]2=[N:6][CH:7]=1.[C:37]([O-])([O-])=O.[K+].[K+].CI>CN(C=O)C>[Br:1][C:2]1[CH:3]=[C:4]2[CH2:12][CH2:11][C:10]3[CH:13]=[C:14]([Cl:18])[CH:15]=[C:16]([Br:17])[C:9]=3[C@@H:8]([CH:19]3[CH2:24][CH2:23][N:22]([C:25](=[O:36])[CH2:26][C:27]4[CH:32]=[CH:31][N:30]=[CH:29][C:28]=4[C:33]([O:35][CH3:37])=[O:34])[CH2:21][CH2:20]3)[C:5]2=[N:6][CH:7]=1 |f:1.2.3|. Starting materials: O=C([O-])[O-], CCOC(C)=O, CC(C)(C)OC(=O)N1CCC(Nc2cc([N+](=O)[O-])ccc2SCCI)CC1, [K+], [K+], CN(C)C=O. Yields the product CC(C)(C)OC(=O)N1CCC(N2CCSc3ccc([N+](=O)[O-])cc32)CC1. RXN SMILES: [C:28](=[O:29])([O-:30])[O-:31].[CH3:39][CH2:40][O:41][C:42](=[O:43])[CH3:44].[I:1][CH2:2][CH2:3][S:4][c:5]1[c:6]([NH:14][CH:15]2[CH2:16][CH2:17][N:18]([C:21](=[O:22])[O:23][C:24]([CH3:25])([CH3:26])[CH3:27])[CH2:19][CH2:20]2)[cH:7][c:8]([N+:11](=[O:12])[O-:13])[cH:9][cH:10]1.[K+:32].[K+:33].[O:34]=[CH:35][N:36]([CH3:37])[CH3:38]>>[CH2:2]1[CH2:3][S:4][c:5]2[c:6]([cH:7][c:8]([N+:11](=[O:12])[O-:13])[cH:9][cH:10]2)[N:14]1[CH:15]1[CH2:16][CH2:17][N:18]([C:21](=[O:22])[O:23][C:24]([CH3:25])([CH3:26])[CH3:27])[CH2:19][CH2:20]1. The reactants are Cn1ncc(Cl)c1-c1cc(N)ccc1OCCN1CCOCC1, O=C=Nc1cccc(Cl)c1, ClCCl. Yields the product Cn1ncc(Cl)c1-c1cc(NC(=O)Nc2cccc(Cl)c2)ccc1OCCN1CCOCC1. Reaction SMILES: [Cl:1][c:2]1[c:3](-[c:8]2[cH:9][c:10]([NH2:23])[cH:11][cH:12][c:13]2[O:14][CH2:15][CH2:16][N:17]2[CH2:18][CH2:19][O:20][CH2:21][CH2:22]2)[n:4]([CH3:7])[n:5][cH:6]1.[Cl:24][c:25]1[cH:26][c:27]([N:31]=[C:32]=[O:33])[cH:28][cH:29][cH:30]1.[Cl:34][CH2:35][Cl:36]>>[Cl:1][c:2]1[c:3](-[c:8]2[cH:9][c:10]([NH:23][C:32]([NH:31][c:27]3[cH:26][c:25]([Cl:24])[cH:30][cH:29][cH:28]3)=[O:33])[cH:11][cH:12][c:13]2[O:14][CH2:15][CH2:16][N:17]2[CH2:18][CH2:19][O:20][CH2:21][CH2:22]2)[n:4]([CH3:7])[n:5][cH:6]1. The reactants are ClC=1C=CC2=C(C(=NCC(=N2)NN)C2=CC=CC=C2)C1 (7-chloro-2-hydrazino-5-phenyl-3H-1,4-benzodiazepine), Cl.C(C)N(CCCC(C(=O)O)=O)CC (5-(diethylamino)-2-oxo-valeric acid, hydrochloride). The solvent is CO (methanol). Conditions: time 2 hour. Yields the product ClC=1C=CC2=C(C(=NCC(=N2)NN=C(CCCN(CC)CC)C(=O)O)C2=CC=CC=C2)C1 (7-Chloro-2-[[1-carboxy-4-(diethylamino)-butylidene]hydrazino]-5-phenyl-3H-1,4-benzodiazepine). Reaction SMILES: [Cl:1][C:2]1[CH:3]=[CH:4][C:5]2[N:11]=[C:10]([NH:12][NH2:13])[CH2:9][N:8]=[C:7]([C:14]3[CH:19]=[CH:18][CH:17]=[CH:16][CH:15]=3)[C:6]=2[CH:20]=1.Cl.[CH2:22]([N:24]([CH2:33][CH3:34])[CH2:25][CH2:26][CH2:27][C:28](=O)[C:29]([OH:31])=[O:30])[CH3:23]>CO>[Cl:1][C:2]1[CH:3]=[CH:4][C:5]2[N:11]=[C:10]([NH:12][N:13]=[C:28]([C:29]([OH:31])=[O:30])[CH2:27][CH2:26][CH2:25][N:24]([CH2:33][CH3:34])[CH2:22][CH3:23])[CH2:9][N:8]=[C:7]([C:14]3[CH:19]=[CH:18][CH:17]=[CH:16][CH:15]=3)[C:6]=2[CH:20]=1 |f:1.2|. Procedure: To a stirred solution of 2.85 g. (0.01 mole) of 7-chloro-2-hydrazino-5-phenyl-3H-1,4-benzodiazepine in 100 ml. of methanol is added 2.24 g. (0.01 mole) of 5-(diethylamino)-2-oxo-valeric acid, hydrochloride [prepared by the method of Libman and Kutznetsov J. Gen. Chem. (USSR), 33, 1938 (1963)]. The mixture is kept under nitrogen at ambient temperature for 2 hours and then concentrated in vacuo. The residue is mixed with aqueous sodium bicarbonate and extracted with methylene chloride. The extract... Starting materials: FC1=C(C=CC(=C1)F)[C@@]1(O[C@H]1C)CN1N=CN=C1 ((2R,3S)-2-(2,4-Difluorophenyl)-3-methyl-2-(1H-1,2,4-triazol-1-yl)methyloxirane), CC=1SC=C(N1)C1=CC=C(C=C1)N1C(NC=C1)=O (1-[4-(2-methyl-4-thiazolyl)phenyl]-2(1H,3H)-imidazolone). The product is FC1=C(C=CC(=C1)F)[C@]([C@@H](C)N1C(N(C=C1)C1=CC=C(C=C1)C=1N=C(SC1)C)=O)(CN1N=CN=C1)O (1-[(1R,2R)-2-(2,4-difluorophenyl)-2-hydroxy-1-methyl-3-(1H-1,2,4-triazol-1-yl)propyl]-3-[4-(2-methyl-4-thiazolyl)phenyl]-2(1H,3H)-imidazolone). Reaction SMILES: [F:1][C:2]1[CH:7]=[C:6]([F:8])[CH:5]=[CH:4][C:3]=1[C@@:9]1([CH2:13][N:14]2[CH:18]=[N:17][CH:16]=[N:15]2)[C@H:11]([CH3:12])[O:10]1.[CH3:19][C:20]1[S:21][CH:22]=[C:23]([C:25]2[CH:30]=[CH:29][C:28]([N:31]3[CH:35]=[CH:34][NH:33][C:32]3=[O:36])=[CH:27][CH:26]=2)[N:24]=1>>[F:1][C:2]1[CH:7]=[C:6]([F:8])[CH:5]=[CH:4][C:3]=1[C@@:9]([OH:10])([CH2:13][N:14]1[CH:18]=[N:17][CH:16]=[N:15]1)[C@H:11]([N:33]1[CH:34]=[CH:35][N:31]([C:28]2[CH:29]=[CH:30][C:25]([C:23]3[N:24]=[C:20]([CH3:19])[S:21][CH:22]=3)=[CH:26][CH:27]=2)[C:32]1=[O:36])[CH3:12]. Procedure details: (2R,3S)-2-(2,4-Difluorophenyl)-3-methyl-2-(1H-1,2,4-triazol-1-yl)methyloxirane was reacted with 1-[4-(2-methyl-4-thiazolyl)phenyl]-2(1H,3H)-imidazolone in the same manner as in Working Example 11 to give 1-[(1R,2R)-2-(2,4-difluorophenyl)-2-hydroxy-1-methyl-3-(1H-1,2,4-triazol-1-yl)propyl]-3-[4-(2-methyl-4-thiazolyl)phenyl]-2(1H,3H)-imidazolone (Compound 30). Starting materials: C(=O)(O)[O-].[Na+] (NaHCO3), C(C)[C@]12C3=C(CCC[C@H]1CC(CC2)=O)C=C(C=C3)OS(=O)(=O)C(F)(F)F.C(C)[C@@]32C1=C(CCC[C@@H]3CC(CC2)=O)C=C(C=C1)OS(=O)(=O)C(F)(F)F (trifluoro-methanesulfonic acid (7aR,11aS)-11a-ethyl-9-oxo-6,7,7a,8,9,10,11,11a-octahydro-5H-dibenzo[a,c]cyclohepten-3-yl ester; compound with trifluoro-methanesulfonic acid (7 aS,11aR)-11a-ethyl-9-oxo-6,7,7a,8,9,10,11,11a-octahydro-5H-dibenzo[a,c]cyclohepten-3-yl ester), C(CO)O (ethane-1,2-diol), CC=1C=CC(=CC1)S(=O)(=O)O (pTSA). The solvent is CCOC(=O)C (EtOAc), C1(=CC=CC=C1)C (toluene). The product is FC(S(=O)(=O)OC1=CC2=C(C3(C(CCC2)CC2(OCCO2)CC3)CC)C=C1)(F)F (rac-(4aR,11bS)-11b-ethyl-1,2,4,4a,5,6,7,11b-octahydrospiro[dibenzo[a,c][7]annulene-3,2′-[1,3]dioxolan]-9-yl trifluoromethanesulfonate). The yield is 89.9%. As a reaction SMILES: [CH2:1]([C@@:3]12[CH2:13][CH2:12][C:11](=[O:14])[CH2:10][C@@H:9]1[CH2:8][CH2:7][CH2:6][C:5]1[CH:15]=[C:16]([O:19][S:20]([C:23]([F:26])([F:25])[F:24])(=[O:22])=[O:21])[CH:17]=[CH:18][C:4]2=1)[CH3:2].C([C@]12CC[C:37](=[O:40])[CH2:36][C@H]1CCCC1C=C(OS(C(F)(F)F)(=O)=O)C=CC2=1)C.C(O)CO.CC1C=CC(S(O)(=O)=O)=CC=1.C([O-])(O)=O.[Na+]>CCOC(C)=O.C1(C)C=CC=CC=1>[F:25][C:23]([F:26])([F:24])[S:20]([O:19][C:16]1[CH:17]=[CH:18][C:4]2[C:3]3([CH2:1][CH3:2])[CH2:13][CH2:12][C:11]4([O:40][CH2:37][CH2:36][O:14]4)[CH2:10][CH:9]3[CH2:8][CH2:7][CH2:6][C:5]=2[CH:15]=1)(=[O:21])=[O:22] |f:0.1,4.5|. Reported procedure: A flask equipped with a Dean-Stark apparatus was charged with trifluoro-methanesulfonic acid (7aR,11aS)-11a-ethyl-9-oxo-6,7,7a,8,9,10,11,11a-octahydro-5H-dibenzo[a,c]cyclohepten-3-yl ester; compound with trifluoro-methanesulfonic acid (7 aS,11aR)-11a-ethyl-9-oxo-6,7,7a,8,9,10,11,11a-octahydro-5H-dibenzo[a,c]cyclohepten-3-yl ester (19, R2=Ethyl) (2.2 g, 5.63 mmol), ethane-1,2-diol (1.571 mL, 28.2 mmol), pTSA (0.107 g, 0.563 mmol) and toluene (44 mL). The mixture was heated to reflux for about 21 ... Starting materials: C1(CCCCCN1)=O (caprolactam), O.C1(=CC=C(C=C1)S(=O)(=O)O)C (p-toluene sulfonic acid monohydrate), C1(CCCCCN1)=O (caprolactam). Procedure details: In a 20 mL vial, 1.05 g (9.2 mmol) of caprolactam was melted at 80° C. with stirring. p-toluene sulfonic acid monohydrate (9.0 mmol) was added to the caprolactam melt. After stirring for 0.75 h, volatiles were removed. Yield: 2.39 g (92.6%). The product was dissolved in dichloromethane, filtered, and volatiles were removed. 1H NMR (500 MHz, d6-DMSO): 1.46-1.63 (m, 8H), 2.27 (s, 3H), 2.38 (t, 2H), 3.11 (t, 2H), 7.16 (d, 2H), 7.55 (d, 2H), 8.24 (broad s). 13C NMR (125 MHz, d6-DMSO): 21.21, 22.95, ... As a reaction SMILES: C1(=O)NCCCCC1.O.[C:10]1([CH3:20])[CH:15]=[CH:14][C:13]([S:16]([OH:19])(=[O:18])=[O:17])=[CH:12][CH:11]=1>>[CH3:20][C:10]1[CH:15]=[CH:14][C:13]([S:16]([OH:19])(=[O:18])=[O:17])=[CH:12][CH:11]=1 |f:1.2|. Yields the product CC=1C=CC(=CC1)S(=O)(=O)O (p-toluenesulfonate).